This data is from the Open Reaction Database (ORD), a public repository of structured organic reaction records. The task is: describe an organic reaction: reactants, conditions, products, and yield Reactants: CC(C)(C)OC(=O)NC1CCC(NC(=O)OCc2ccccc2)C1, CCO, [H][H]. The product is CC(C)(C)OC(=O)NC1CCC(N)C1. RXN SMILES: [C:1]([CH3:2])([CH3:3])([CH3:4])[O:5][C:6]([NH:7][CH:8]1[CH2:9][CH:10]([NH:13][C:14]([O:15][CH2:16][c:17]2[cH:18][cH:19][cH:20][cH:21][cH:22]2)=[O:23])[CH2:11][CH2:12]1)=[O:24].[CH3:27][CH2:28][OH:29].[H:25][H:26]>>[C:1]([CH3:2])([CH3:3])([CH3:4])[O:5][C:6]([NH:7][CH:8]1[CH2:9][CH:10]([NH2:13])[CH2:11][CH2:12]1)=[O:24]. Starting materials: OC1=C(C=NN1C1=NC=C(C(=O)O)C=C1)C1=CC(=NC=C1)OC (6-(5-hydroxy-4-(2-methoxypyridin-4-yl)-1H-pyrazol-1-yl)nicotinic acid), C1(CC1)N (cyclopropanamine). Product: C1(CC1)NC(C1=CN=C(C=C1)N1N=CC(=C1O)C1=CC(=NC=C1)OC)=O (N-cyclopropyl-6-(5-hydroxy-4-(2-methoxypyridin-4-yl)-1H-pyrazol-1-yl)nicotinamide). RXN SMILES: [OH:1][C:2]1[N:6]([C:7]2[CH:15]=[CH:14][C:10]([C:11](O)=[O:12])=[CH:9][N:8]=2)[N:5]=[CH:4][C:3]=1[C:16]1[CH:21]=[CH:20][N:19]=[C:18]([O:22][CH3:23])[CH:17]=1.[CH:24]1([NH2:27])[CH2:26][CH2:25]1>>[CH:24]1([NH:27][C:11](=[O:12])[C:10]2[CH:14]=[CH:15][C:7]([N:6]3[C:2]([OH:1])=[C:3]([C:16]4[CH:21]=[CH:20][N:19]=[C:18]([O:22][CH3:23])[CH:17]=4)[CH:4]=[N:5]3)=[N:8][CH:9]=2)[CH2:26][CH2:25]1. Reported procedure: The title compound was prepared in a manner similar to Example 198 using 6-(5-hydroxy-4-(2-methoxypyridin-4-yl)-1H-pyrazol-1-yl)nicotinic acid and cyclopropanamine. 1H NMR (400 MHz, DMSO-d6) δ ppm 0.49-0.57 (m, 2H) 0.63-0.71 (m, 2H) 2.80 (td, J=7.3, 3.8 Hz, 1H) 3.82 (s, 3H) 7.41 (br. s., 1H) 7.48 (d, J=5.6 Hz, 1H) 8.01 (d, J=5.8 Hz, 1H) 8.27-8.35 (m, 1H) 8.38 (br. s., 1H) 8.51-8.68 (m, 2H) 8.76-8.85 (m, 1H). MS m/z 352 [M+H]+. The reactants are C1(CCCC1)CC(C1=CC=C(C=C1)S(=O)(=O)C)C1=CC=2C(=NC=C(C2)CC(=O)N(C)C)N1 (2-{2-[2-cyclopentyl-1-(4-methanesulfonyl-phenyl)-ethyl]-1H-pyrrolo[2,3-b]pyridin-5-yl}-N,N-dimethyl-acetamide), [H-].[Al+3].[Li+].[H-].[H-].[H-] (lithium aluminum hydride). Run in O1CCCC1 (tetrahydrofuran). Yields the product C1(CCCC1)CC(C1=CC=C(C=C1)S(=O)(=O)C)C1=CC=2C(=NC=C(C2)CCN(C)C)N1 ((2-{2-[2-cyclopentyl-1-(4-methanesulfonyl-phenyl)-ethyl]-1H-pyrrolo[2,3-b]pyridin-5-yl}-ethyl)-dimethyl-amine). Yield: 51.7%. Reaction SMILES: [CH:1]1([CH2:6][CH:7]([C:18]2[NH:32][C:21]3=[N:22][CH:23]=[C:24]([CH2:26][C:27]([N:29]([CH3:31])[CH3:30])=O)[CH:25]=[C:20]3[CH:19]=2)[C:8]2[CH:13]=[CH:12][C:11]([S:14]([CH3:17])(=[O:16])=[O:15])=[CH:10][CH:9]=2)[CH2:5][CH2:4][CH2:3][CH2:2]1.[H-].[Al+3].[Li+].[H-].[H-].[H-]>O1CCCC1>[CH:1]1([CH2:6][CH:7]([C:18]2[NH:32][C:21]3=[N:22][CH:23]=[C:24]([CH2:26][CH2:27][N:29]([CH3:30])[CH3:31])[CH:25]=[C:20]3[CH:19]=2)[C:8]2[CH:13]=[CH:12][C:11]([S:14]([CH3:17])(=[O:16])=[O:15])=[CH:10][CH:9]=2)[CH2:5][CH2:4][CH2:3][CH2:2]1 |f:1.2.3.4.5.6|. Procedure details: A mixture of 2-{2-[2-cyclopentyl-1-(4-methanesulfonyl-phenyl)-ethyl]-1H-pyrrolo[2,3-b]pyridin-5-yl}-N,N-dimethyl-acetamide (as prepared in Example 39, 30 mg, 0.066 mmol) and lithium aluminum hydride (5 mg, 0.13 mmol) in dry tetrahydrofuran (3 mL) was refluxed for 4 h. The mixture was then cooled to room temperature, quenched with a 15% aqueous sodium hydroxide solution, extracted with ethyl acetate, washed with brine, dried over anhydrous sodium sulfate and then concentrated in vacuo. Purificati... Starting materials: C(CCC)[Li] (n-butyllithium), COC1=NC(=NC(=C1)OC)SCC(=O)OC (methyl 2-(4,6-dimethoxy-2-pyrimidinylthio)acetate), C(C1=CC=CC=C1)=O (Benzaldehyde), C(C)(C)NC(C)C (Diisopropylamine). Solvent: CCCCCC (hexane), O (water), O1CCCC1 (tetrahydrofuran), O1CCCC1 (tetrahydrofuran). Reaction conditions: time 10 minute. Product: COC1=NC(=NC(=C1)OC)SC(C(=O)OC)=CC1=CC=CC=C1 (Methyl 2-(4,6-dimethoxy-2-pyrimidinylthio)-3-phenylacrylate). Reaction SMILES: C(NC(C)C)(C)C.C([Li])CCC.[CH3:13][O:14][C:15]1[CH:20]=[C:19]([O:21][CH3:22])[N:18]=[C:17]([S:23][CH2:24][C:25]([O:27][CH3:28])=[O:26])[N:16]=1.[CH:29](=O)[C:30]1[CH:35]=[CH:34][CH:33]=[CH:32][CH:31]=1>O1CCCC1.CCCCCC.O>[CH3:22][O:21][C:19]1[CH:20]=[C:15]([O:14][CH3:13])[N:16]=[C:17]([S:23][C:24](=[CH:29][C:30]2[CH:35]=[CH:34][CH:33]=[CH:32][CH:31]=2)[C:25]([O:27][CH3:28])=[O:26])[N:18]=1. Procedure details: 2.8 g (28.7 mmol) Diisopropylamine was dissolved in 80 ml tetrahydrofuran under nitrogen and treated with 11.5 ml (28.7 mmol) 2.5M n-butyllithium in hexane at a temperature between -78° and -50° C. The mixture was stirred for 10 minutes and then a solution of 7 g (28.7 mmol) methyl 2-(4,6-dimethoxy-2-pyrimidinylthio)acetate in 80 ml tetrahydrofuran was added to the reaction mixture and the mixture then stirred for 20 minutes. 2.8 g (28.7 mmol) Benzaldehyde was added, dropwise, to the solution. T...